Dataset: the Open Reaction Database (ORD), a public repository of structured organic reaction records. Task: describe an organic reaction: reactants, conditions, products, and yield Starting materials: N(=NC(=O)OCC)C(=O)OCC (diethyl azodicarboxylate), CN(CCCO)C (N,N-dimethyl-3-aminopropanol), OC1=CC2=C(NC(CS2)=O)C=C1 (7-hydroxy-2H-1,4-benzothiazin-3(4H)-one), C1(=CC=CC=C1)P(C1=CC=CC=C1)C1=CC=CC=C1 (triphenylphosphine). Run in O1CCCC1 (tetrahydrofurane). Conditions: time 48 hour. Yields the product CN(CCCOC1=CC2=C(NC(CS2)=O)C=C1)C (7-(N,N-Dimethyl-3-aminopropyloxy)-2H-1,4-benzothiazin-3(4H)-one). As a reaction SMILES: [CH3:1][N:2]([CH3:7])[CH2:3][CH2:4][CH2:5][OH:6].O[C:9]1[CH:19]=[CH:18][C:12]2[NH:13][C:14](=[O:17])[CH2:15][S:16][C:11]=2[CH:10]=1.C1(P(C2C=CC=CC=2)C2C=CC=CC=2)C=CC=CC=1.N(C(OCC)=O)=NC(OCC)=O>O1CCCC1>[CH3:1][N:2]([CH3:7])[CH2:3][CH2:4][CH2:5][O:6][C:9]1[CH:19]=[CH:18][C:12]2[NH:13][C:14](=[O:17])[CH2:15][S:16][C:11]=2[CH:10]=1. Procedure details: N,N-dimethyl-3-aminopropanol (0.27 g, 5.2 mmol) was added to a mixture of 7-hydroxy-2H-1,4-benzothiazin-3(4H)-one (0.95 g, 5.2 mmol) and triphenylphosphine (1.37 g, 5.2 mmol) in dry tetrahydrofurane (30 ml) under nitrogen atmosphere, followed by diethyl azodicarboxylate (1 g, 5.7 mmol). The mixture was stirred at room temperature for 48 h, concentrated in vacuo, and the product was purified by silica gel chromatography using dichloromethane:methanol gradient of (9:1) to (7:3) as the mobile phase... Starting materials: C1CCOC1, CCOC(=O)c1cc(OC)ccc1NC(=O)COCC(=O)N1CCN(C(c2ccccc2)c2ccccc2)CC1, Cl, [Na+], [OH-], O. The product is COc1ccc(NC(=O)COCC(=O)N2CCN(C(c3ccccc3)c3ccccc3)CC2)c(C(=O)O)c1. Reaction SMILES: [CH2:45]1[O:46][CH2:47][CH2:48][CH2:49]1.[CH:1]([c:2]1[cH:3][cH:4][cH:5][cH:6][cH:7]1)([c:8]1[cH:9][cH:10][cH:11][cH:12][cH:13]1)[N:14]1[CH2:15][CH2:16][N:17]([C:20]([CH2:21][O:22][CH2:23][C:24](=[O:25])[NH:26][c:27]2[c:28]([C:29](=[O:30])[O:31][CH2:32][CH3:33])[cH:34][c:35]([O:38][CH3:39])[cH:36][cH:37]2)=[O:40])[CH2:18][CH2:19]1.[ClH:44].[Na+:42].[OH-:41].[OH2:43]>>[CH:1]([c:2]1[cH:3][cH:4][cH:5][cH:6][cH:7]1)([c:8]1[cH:9][cH:10][cH:11][cH:12][cH:13]1)[N:14]1[CH2:15][CH2:16][N:17]([C:20]([CH2:21][O:22][CH2:23][C:24](=[O:25])[NH:26][c:27]2[c:28]([C:29](=[O:30])[OH:31])[cH:34][c:35]([O:38][CH3:39])[cH:36][cH:37]2)=[O:40])[CH2:18][CH2:19]1. Starting materials: Cc1c(OC2CCC(N3CCCC3)CC2)ccc2c1cnn2C1CCCCO1, CC(C)O. The product is Cc1c(OC2CCC(N3CCCC3)CC2)ccc2[nH]ncc12. As a reaction SMILES: [CH3:1][c:2]1[c:3]2[cH:4][n:5][n:6]([CH:23]3[CH2:24][CH2:25][CH2:26][CH2:27][O:28]3)[c:7]2[cH:8][cH:9][c:10]1[O:11][CH:12]1[CH2:13][CH2:14][CH:15]([N:18]2[CH2:19][CH2:20][CH2:21][CH2:22]2)[CH2:16][CH2:17]1.[CH:29]([OH:30])([CH3:31])[CH3:32]>>[CH3:1][c:2]1[c:3]2[cH:4][n:5][nH:6][c:7]2[cH:8][cH:9][c:10]1[O:11][CH:12]1[CH2:13][CH2:14][CH:15]([N:18]2[CH2:19][CH2:20][CH2:21][CH2:22]2)[CH2:16][CH2:17]1. Reactants: O1CCOC12CCNCC2 (1,4-Dioxa-8-azaspiro[4.5]decane), BrC1=NC=C(C=C1F)C(F)(F)F (2-bromo-3-fluoro-5-(trifluoromethyl)-pyridine), CN(C=O)C (N,N-dimethylformamide), O1CCOCC1 (1,4-dioxane). The solvent is C(C)N(CC)CC (triethylamine). Reaction conditions: time 1 hour. The product is FC=1C(=NC=C(C1)C(F)(F)F)N1CCC2(OCCO2)CC1 (8-[3-Fluoro-5-(trifluoromethyl)pyridin-2-yl]-1,4-dioxa-8-azaspiro[4.5]decane). Reaction SMILES: [O:1]1[C:5]2([CH2:10][CH2:9][NH:8][CH2:7][CH2:6]2)[O:4][CH2:3][CH2:2]1.Br[C:12]1[C:17]([F:18])=[CH:16][C:15]([C:19]([F:22])([F:21])[F:20])=[CH:14][N:13]=1.CN(C)C=O.O1CCOCC1>C(N(CC)CC)C>[F:18][C:17]1[C:12]([N:8]2[CH2:9][CH2:10][C:5]3([O:4][CH2:3][CH2:2][O:1]3)[CH2:6][CH2:7]2)=[N:13][CH:14]=[C:15]([C:19]([F:21])([F:20])[F:22])[CH:16]=1. Procedure details: 1,4-Dioxa-8-azaspiro[4.5]decane (1.76 g), 2-bromo-3-fluoro-5-(trifluoromethyl)-pyridine (2.95 g), N,N-dimethylformamide (50 mL), 1,4-dioxane (75 mL) and triethylamine (5.07 ml) are heated in a sealed vessel at 120° C. with stirring for 1 h. After cooling the mixture is concentrated and partitioned between ethyl acetate (100 mL) and water (100 mL). The water layer is extracted with ethyl acetate (100 mL) and the combined ethyl acetate layers are dried over Na2SO4, filtered and concentrated to giv... Starting materials: CN(C(=O)Cl)c1ccccc1, O=C1CCCc2cc(O)ccc21. The product is CN(C(=O)Oc1ccc2c(c1)CCCC2=O)c1ccccc1. Reaction SMILES: [CH3:13][N:14]([C:15](=[O:16])[Cl:17])[c:18]1[cH:19][cH:20][cH:21][cH:22][cH:23]1.[OH:1][c:2]1[cH:3][c:4]2[c:9]([cH:10][cH:11]1)[C:8](=[O:12])[CH2:7][CH2:6][CH2:5]2>>[O:1]([c:2]1[cH:3][c:4]2[c:9]([cH:10][cH:11]1)[C:8](=[O:12])[CH2:7][CH2:6][CH2:5]2)[C:15]([N:14]([CH3:13])[c:18]1[cH:19][cH:20][cH:21][cH:22][cH:23]1)=[O:16]. Run in O (water), C(C)(=O)OCC (ethyl acetate), CN(C=O)C (dimethylformamide). Conditions: time 30 minute. Yield: 26.0%. The reactants are C(=O)(N1C=NC=C1)N1C=NC=C1 (1,1′-Carbonyldiimidazole), IC1=CC=C(C(=O)O)C=C1 (4-iodobenzoic acid), ONC(C)=N (N-hydroxy-acetamidine), C[O-].[Na+] (Sodium methoxide), CO (methanol). Reaction SMILES: C(N1C=CN=C1)(N1C=CN=C1)=O.[I:13][C:14]1[CH:22]=[CH:21][C:17]([C:18]([OH:20])=O)=[CH:16][CH:15]=1.O[NH:24][C:25](=[NH:27])[CH3:26].C[O-].[Na+].CO>CN(C)C=O.O.C(OCC)(=O)C>[I:13][C:14]1[CH:15]=[CH:16][C:17]([C:18]2[O:20][N:27]=[C:25]([CH3:26])[N:24]=2)=[CH:21][CH:22]=1 |f:3.4|. Procedure: 1,1′-Carbonyldiimidazole (0.49 g, 3 mmol) was added to a solution of 4-iodobenzoic acid (0.5 g, 2 mmol) in dry dimethylformamide (4 ml) and stirred at room temperature for 30 minutes. N-hydroxy-acetamidine (0.224 g, 3 mmol) was added and stirring at room temperature continued for 16 hours. Sodium methoxide in methanol (25% wt solution; 1.1 ml, 5 mmol) was added and the mixture heated at 80° C. for 6 hours. Once cool, ethyl acetate (50 ml) and water (50 ml) were added. The organic layer was washe... Yields the product IC1=CC=C(C=C1)C1=NC(=NO1)C (5(4Iodophenyl)-3-methyl-[1,2,4]oxadiazole).